From a dataset of the Open Reaction Database (ORD), a public repository of structured organic reaction records. describe an organic reaction: reactants, conditions, products, and yield Starting materials: N1(CCCCC1)CC1=CC(=NC=C1)OC\C=C/CNC(CSC(C)=O)=O (N-[4-(4-piperidinomethyl-2-pyridyloxy)-cis-2-butenyl]-2-(acetylthio)acetamide), methanolic solution, C[O-].[Na+] (sodium methoxide), ClCCCO (3-chloro-1-propanol), O (water). Run in CO (methanol), CO (methanol). Conditions: time 20 minute. Product: N1(CCCCC1)CC1=CC(=NC=C1)OC\C=C/CNC(CSCCCO)=O (N-[4-(4-Piperidinomethyl-2-pyridyloxy) -cis-2-butenyl]-2-(3-hydroxypropylthio)acetamide). The yield is 81.0%. As a reaction SMILES: C[O-].[Na+].[N:4]1([CH2:10][C:11]2[CH:16]=[CH:15][N:14]=[C:13]([O:17][CH2:18]/[CH:19]=[CH:20]\[CH2:21][NH:22][C:23](=[O:29])[CH2:24][S:25][C:26](=O)[CH3:27])[CH:12]=2)[CH2:9][CH2:8][CH2:7][CH2:6][CH2:5]1.ClCC[CH2:33][OH:34].O>CO>[N:4]1([CH2:10][C:11]2[CH:16]=[CH:15][N:14]=[C:13]([O:17][CH2:18]/[CH:19]=[CH:20]\[CH2:21][NH:22][C:23](=[O:29])[CH2:24][S:25][CH2:26][CH2:27][CH2:33][OH:34])[CH:12]=2)[CH2:9][CH2:8][CH2:7][CH2:6][CH2:5]1 |f:0.1|. Procedure details: 5 ml of a methanolic solution containing 0.26 g of a 28% w/v sodium methoxide solution were added, whilst ice-cooling, to a solution of 0.50 g of N-[4-(4-piperidinomethyl-2-pyridyloxy)-cis-2-butenyl]-2-(acetylthio)acetamide [prepared as described in step (b) above] in 5 ml of methanol, and the resulting solution was stirred for 20 minutes. At the end of this time, a solution of 0.11 ml of 3-chloro-1-propanol in 5 ml of methanol, was added, and the reaction mixture was heated under reflux for 5 h... The reactants are CCCCC(OC)(OC)OC, CCCNC(=O)c1ccsc1N, CO. The product is CCCCC(=Nc1sccc1C(=O)NCCC)OC. As a reaction SMILES: [C:13]([CH2:14][CH2:15][CH2:16][CH3:17])([O:18][CH3:19])([O:20][CH3:21])[O:22][CH3:23].[CH2:1]([CH2:2][CH3:3])[NH:4][C:5](=[O:6])[c:7]1[c:8]([NH2:12])[s:9][cH:10][cH:11]1.[CH3:24][OH:25]>>[CH2:1]([CH2:2][CH3:3])[NH:4][C:5](=[O:6])[c:7]1[c:8]([N:12]=[C:13]([CH2:14][CH2:15][CH2:16][CH3:17])[O:18][CH3:19])[s:9][cH:10][cH:11]1. Reactants: CCN(CC)S(F)(F)F (DAST), FC1=CC=C(C=C1)N1C(C=2N(C[C@H]1CO)N=C(C2)COC2=CC=CC=C2)=O ((S)-5-(4-fluoro-phenyl)-6-hydroxymethyl-2-phenoxymethyl-6,7-dihydro-5H-pyrazolo[1,5-a]pyrazin-4-one). The solvent is C(Cl)Cl (DCM). Conditions: time 15 minute. Yields the product FC[C@H]1N(C(C=2N(C1)N=C(C2)COC2=CC=CC=C2)=O)C2=CC=C(C=C2)F ((S)-6-fluoromethyl-5-(4-fluoro-phenyl)-2-phenoxymethyl-6,7-dihydro-5H-pyrazolo[1,5-a]pyrazin-4-one). The yield is 59.3%. As a reaction SMILES: CCN(S(F)(F)[F:7])CC.[F:10][C:11]1[CH:16]=[CH:15][C:14]([N:17]2[C@H:22]([CH2:23]O)[CH2:21][N:20]3[N:25]=[C:26]([CH2:28][O:29][C:30]4[CH:35]=[CH:34][CH:33]=[CH:32][CH:31]=4)[CH:27]=[C:19]3[C:18]2=[O:36])=[CH:13][CH:12]=1>C(Cl)Cl>[F:7][CH2:23][C@@H:22]1[CH2:21][N:20]2[N:25]=[C:26]([CH2:28][O:29][C:30]3[CH:35]=[CH:34][CH:33]=[CH:32][CH:31]=3)[CH:27]=[C:19]2[C:18](=[O:36])[N:17]1[C:14]1[CH:13]=[CH:12][C:11]([F:10])=[CH:16][CH:15]=1. Reported procedure: DAST (0.067 mL, 0.55 mmol) was added to a solution of (S)-5-(4-fluoro-phenyl)-6-hydroxymethyl-2-phenoxymethyl-6,7-dihydro-5H-pyrazolo[1,5-a]pyrazin-4-one (135 mg, 0.37 mmol) in DCM (2 mL) at −10° C. The mixture was stirred at room temperature for 15 minutes. Then quenched with a 1N solution of HCl and extracted with AcOEt. The organic layer was separated, dried (Na2SO4), filtered and the solvent evaporated in vacuo. The residue was purified by flash column chromatography (silica; AcOEt in heptan... Reactants: [Al+3], C1CCOC1, CCOC(C)=O, CC(ON1C(C)(C)COC(=O)C1(C)C)c1ccccc1, [H-], [H-], [H-], [H-], [Li+], O. Yields the product CC(ON(C(C)(C)CO)C(C)(C)CO)c1ccccc1. As a reaction SMILES: [Al+3:2].[CH2:34]1[O:35][CH2:36][CH2:37][CH2:38]1.[CH3:27][CH2:28][O:29][C:30]([CH3:31])=[O:32].[CH3:7][C:8]1([CH3:26])[C:9](=[O:25])[O:10][CH2:11][C:12]([CH3:23])([CH3:24])[N:13]1[O:14][CH:15]([CH3:16])[c:17]1[cH:18][cH:19][cH:20][cH:21][cH:22]1.[H-:1].[H-:4].[H-:5].[H-:6].[Li+:3].[OH2:33]>>[CH3:7][C:8]([CH2:9][OH:25])([N:13]([C:12]([CH2:11][OH:10])([CH3:23])[CH3:24])[O:14][CH:15]([CH3:16])[c:17]1[cH:18][cH:19][cH:20][cH:21][cH:22]1)[CH3:26].